From a dataset of the Open Reaction Database (ORD), a public repository of structured organic reaction records. describe an organic reaction: reactants, conditions, products, and yield The reactants are O.NN (Hydrazine hydrate), FC(C=1C=C(C=CC1)NC1=C(C=CC=C1)C(N)=S)(F)F (2-[(3-trifluoromethylphenyl)amino]benzene thioamide), O.NN (hydrazine hydrate). Run in CO (methanol). Conditions: time 6 hour. The product is FC(C=1C=C(C=CC1)NC1=C(C=CC=C1)C(=N)NN)(F)F (2-[(3-Trifluoromethylphenyl)amino]-benzene carboximidic acid hydrazide). The yield is 80.0%. As a reaction SMILES: O.[NH2:2][NH2:3].[F:4][C:5]([F:23])([F:22])[C:6]1[CH:7]=[C:8]([NH:12][C:13]2[CH:18]=[CH:17][CH:16]=[CH:15][C:14]=2[C:19](=S)[NH2:20])[CH:9]=[CH:10][CH:11]=1>CO>[F:4][C:5]([F:23])([F:22])[C:6]1[CH:7]=[C:8]([NH:12][C:13]2[CH:18]=[CH:17][CH:16]=[CH:15][C:14]=2[C:19]([NH:2][NH2:3])=[NH:20])[CH:9]=[CH:10][CH:11]=1 |f:0.1|. Reported procedure: Hydrazine hydrate (1.80 ml) is added dropwise to a room temperature solution of 2-[(3-trifluoromethylphenyl)amino]benzene thioamide (2.88 g, 9.73 mmoles) in 100 ml of methanol. The solution is stirred at room temperature under nitrogen for six hours. An additional 400 μl of hydrazine hydrate is added, and stirring is continued for one hour. The solution is concentrated in vacuo and purified by flash chromatography eluting with ethyl acetate to give 2.28 g (80%) of a gummy tan solid. This materia... Starting materials: [N+](=O)([O-])C=1C=C2NC(C(NC2=CC1Cl)=O)=O (6-nitro-7-chloro-1,4-dihydro-2,3-quinoxalinedione), Cl[Sn]Cl (SnCl2). Run in C(C)O (ethanol). Run at temperature 90 celsius, time 0.5 hour. The product is NC=1C=C2NC(C(NC2=CC1Cl)=O)=O (6-Amino-7-chloro-1,4-dihydro-2,3-quinoxalinedione). Isolated yield 45.6%. Reaction SMILES: [N+:1]([C:4]1[CH:5]=[C:6]2[C:11](=[CH:12][C:13]=1[Cl:14])[NH:10][C:9](=[O:15])[C:8](=[O:16])[NH:7]2)([O-])=O.Cl[Sn]Cl>C(O)C>[NH2:1][C:4]1[CH:5]=[C:6]2[C:11](=[CH:12][C:13]=1[Cl:14])[NH:10][C:9](=[O:15])[C:8](=[O:16])[NH:7]2. Procedure details: To a stirred mixture of 6-nitro-7-chloro-1,4-dihydro-2,3-quinoxalinedione (35 mg, 0.145 mMol) in ethanol (2 mL) was added SnCl2 ·2H2O (163 mg, 0.724 mMol) in one portion. The mixture was refluxed at 80° C. (oil bath 90° C.) with stirring for 0.5 h to form a clear solution and continually refluxed for another 0.5 h. It was then cooled to room temperature and the yellow precipitate was collected by filtration, followed by washing with cold ethanol (1×1 mL) to give 25 mg (82%) of crude title compou...